Task: describe an organic reaction: reactants, conditions, products, and yield. Dataset: the Open Reaction Database (ORD), a public repository of structured organic reaction records Reactants: ClC=1C=NC(=C(C(=O)OC)C1)N1CC(C1)N(C1=C(C=C(C=C1)F)C)C (methyl 5-chloro-2-(3-(methyl(2-methyl-4-fluoro-phenyl)amino)azetidin-1-yl)nicotinate). Solvent: O1CCOCC1 (1,4 dioxane), O (water). Conditions: temperature 60 celsius, time 2 hour. Yields the product ClC=1C=NC(=C(C(=O)O)C1)N1CC(C1)N(C)C1=C(C=C(C=C1)F)C (5-chloro-2-(3-((4-fluoro-2-methylphenyl)(methyl)amino)azetidin-1-yl)nicotinic acid). Yield: 95.5%. Reaction SMILES: [Cl:1][C:2]1[CH:3]=[N:4][C:5]([N:12]2[CH2:15][CH:14]([N:16]([CH3:25])[C:17]3[CH:22]=[CH:21][C:20]([F:23])=[CH:19][C:18]=3[CH3:24])[CH2:13]2)=[C:6]([CH:11]=1)[C:7]([O:9]C)=[O:8]>O1CCOCC1.O>[Cl:1][C:2]1[CH:3]=[N:4][C:5]([N:12]2[CH2:13][CH:14]([N:16]([C:17]3[CH:22]=[CH:21][C:20]([F:23])=[CH:19][C:18]=3[CH3:24])[CH3:25])[CH2:15]2)=[C:6]([CH:11]=1)[C:7]([OH:9])=[O:8]. Procedure: To a solution of methyl 5-chloro-2-(3-(methyl(2-methyl-4-fluoro-phenyl)amino)azetidin-1-yl)nicotinate (D87) (170 mg, 0.467 mmol) in 1,4 dioxane (3 ml) and water (1 ml) 1M NaOH (0.7 ml) was added. The mixture was stirred at 60° C. for 2 h. Organic solvent was evaporated and remaining aqueous were acidified 2N HCl and extracted with ethylacetate (3×5 ml). The combined organic phases after solvent evaporation afforded the title compound (D120) (156 mg) Reaction SMILES: [P:1]([O-:5])([O-:4])([O-:3])=[O:2].[Na+:6].[Na+].[Na+].[S:9](=[O:13])(=[O:12])([OH:11])[OH:10]>>[P:1]([OH:5])([O-:4])([O-:3])=[O:2].[Na+:6].[Na+:6].[S:9]([O-:13])([O-:12])(=[O:11])=[O:10].[Na+:6].[Na+:6] |f:0.1.2.3,5.6.7,8.9.10|. Reported procedure: In a third form of the invention trisodium orthophosphate is acidified with sufficient sulphuric acid in solution to form disodium orthophosphate and sodium sulphate. The two compounds were separated by crystallization and the disodium orthophosphate heat treated to give tetrasodium pyrophosphate. Product: P(=O)([O-])([O-])O.[Na+].[Na+] (disodium orthophosphate), S(=O)(=O)([O-])[O-].[Na+].[Na+] (sodium sulphate). Reactants: P(=O)([O-])([O-])[O-].[Na+].[Na+].[Na+] (trisodium orthophosphate), S(O)(O)(=O)=O (sulphuric acid).